From a dataset of the Open Reaction Database (ORD), a public repository of structured organic reaction records. describe an organic reaction: reactants, conditions, products, and yield The reactants are CC[N+](CC)(CC)CC, CC#N, COCCCCC(O)(c1cccc(Cl)c1F)C1CCCN(C(=O)NC(CC2CCCCC2)C(O)CNC(=O)OCC[Si](C)(C)C)C1, [F-]. Product: COCCCCC(O)(c1cccc(Cl)c1F)C1CCCN(C(=O)NC(CC2CCCCC2)C(O)CN)C1. As a reaction SMILES: [CH2:51]([N+:52]([CH2:53][CH3:54])([CH2:55][CH3:56])[CH2:57][CH3:58])[CH3:59].[CH3:47][C:48]#[N:49].[Cl:1][c:2]1[c:3]([F:46])[c:4]([C:8]([CH2:9][CH2:10][CH2:11][CH2:12][O:13][CH3:14])([OH:15])[CH:16]2[CH2:17][N:18]([C:22](=[O:23])[NH:24][CH:25]([CH:26]([CH2:27][NH:28][C:29](=[O:30])[O:31][CH2:32][CH2:33][Si:34]([CH3:35])([CH3:36])[CH3:37])[OH:38])[CH2:39][CH:40]3[CH2:41][CH2:42][CH2:43][CH2:44][CH2:45]3)[CH2:19][CH2:20][CH2:21]2)[cH:5][cH:6][cH:7]1.[F-:50]>>[Cl:1][c:2]1[c:3]([F:46])[c:4]([C:8]([CH2:9][CH2:10][CH2:11][CH2:12][O:13][CH3:14])([OH:15])[CH:16]2[CH2:17][N:18]([C:22](=[O:23])[NH:24][CH:25]([CH:26]([CH2:27][NH2:28])[OH:38])[CH2:39][CH:40]3[CH2:41][CH2:42][CH2:43][CH2:44][CH2:45]3)[CH2:19][CH2:20][CH2:21]2)[cH:5][cH:6][cH:7]1.